This data is from the Open Reaction Database (ORD), a public repository of structured organic reaction records. The task is: describe an organic reaction: reactants, conditions, products, and yield The reactants are C(C)OC(=O)C=1SC=C(N1)CN1N=CC(=C1)[N+](=O)[O-] (4-(4-nitro-pyrazol-1-ylmethyl)-thiazole-2-carboxylic acid ethyl ester), [NH4+].[Cl-] (NH4Cl), N#N (N2). The reagents and catalysts are [Fe] (iron). The solvent is CCO (EtOH), O (water). Product: C(C)OC(=O)C=1SC=C(N1)CN1N=CC(=C1)N (4-(4-Amino-pyrazol-1-ylmethyl)-thiazole-2-carboxylic acid ethyl ester). RXN SMILES: N#N.[CH2:3]([O:5][C:6]([C:8]1[S:9][CH:10]=[C:11]([CH2:13][N:14]2[CH:18]=[C:17]([N+:19]([O-])=O)[CH:16]=[N:15]2)[N:12]=1)=[O:7])[CH3:4].[NH4+].[Cl-]>CCO.O.[Fe]>[CH2:3]([O:5][C:6]([C:8]1[S:9][CH:10]=[C:11]([CH2:13][N:14]2[CH:18]=[C:17]([NH2:19])[CH:16]=[N:15]2)[N:12]=1)=[O:7])[CH3:4] |f:2.3|. Reported procedure: In a flame dried round-bottomed flask equipped with a magnetic stir bar and under inert atmosphere (N2), a mixture of 4-(4-nitro-pyrazol-1-ylmethyl)-thiazole-2-carboxylic acid ethyl ester (1.77 g, 6.27 mmol), iron powder (1.06 g, 18.81 mmol) and NH4Cl (1.69 g, 31.35 mmol) in a mixture of EtOH (30.0 mL) and water (15.0 mL) was stirred at reflux for 40 min. The reaction mixture was filtered while hot and concentrated under reduced pressure. CH2Cl2 (60 mL) was added followed by 1M NaOH (50 mL). The... Reactants: O=C([O-])[O-], Cc1ccc(O)cc1C, [K+], [K+], CCOC(=O)Cc1cccc(Cl)c1[N+](=O)[O-]. Product: CCOC(=O)Cc1cccc(Oc2ccc(C)c(C)c2)c1[N+](=O)[O-]. As a reaction SMILES: [C:26](=[O:27])([O-:28])[O-:29].[CH3:17][c:18]1[cH:19][cH:20][c:21]([OH:22])[cH:23][c:24]1[CH3:25].[K+:30].[K+:31].[N+:1](=[O:2])([O-:3])[c:4]1[c:5]([CH2:11][C:12](=[O:13])[O:14][CH2:15][CH3:16])[cH:6][cH:7][cH:8][c:9]1[Cl:10]>>[N+:1](=[O:2])([O-:3])[c:4]1[c:5]([CH2:11][C:12](=[O:13])[O:14][CH2:15][CH3:16])[cH:6][cH:7][cH:8][c:9]1[O:22][c:21]1[cH:20][cH:19][c:18]([CH3:17])[c:24]([CH3:25])[cH:23]1. RXN SMILES: [C:1]([CH:2]=[CH:3][CH2:4][CH3:5])(=[O:6])[O:7][CH3:8].[CH2:9]1[CH2:10][O:11][CH2:12][CH2:13][NH:14]1>>[C:1]([CH2:2][CH:3]([CH2:4][CH3:5])[N:14]1[CH2:9][CH2:10][O:11][CH2:12][CH2:13]1)(=[O:6])[O:7][CH3:8]. Yields the product CCC(CC(=O)OC)N1CCOCC1. The reactants are CCC=CC(=O)OC, C1COCCN1. Starting materials: C(C1=CC=CC=C1)OC1=CC=C(C=C1)C=1C(N2C=CC3=C(C2=C(C1)C(=O)O)SC=C3)=O (8-[p-(benzyloxy)phenyl]-7-oxo-7H-thieno[2,3-a]quinolizine-10-carboxylic acid), C(C)(C)NCCOC (isopropyl-(2-methoxy-ethyl)-amine), O=S(Cl)Cl (SOCl2), CN(C)C=O (DMF). The solvent is C1(=CC=CC=C1)C (toluene), C(C)N(CC)CC (triethylamine), O1CCOCC1 (dioxan). The product is C(C)(C)N(C(=O)C=1C=C(C(N2C=CC3=C(C12)SC=C3)=O)C3=CC=C(C=C3)OCC3=CC=CC=C3)CCOC (8-(4-Benzyloxy-phenyl)-7-oxo-7H-thieno[2,3-a]quinolizine-10-carboxylic acid isopropyl-(2-methoxy-ethyl)-amide). RXN SMILES: [CH2:1]([O:8][C:9]1[CH:14]=[CH:13][C:12]([C:15]2[C:16](=[O:31])[N:17]3[C:22](=[C:23]([C:25]([OH:27])=O)[CH:24]=2)[C:21]2[S:28][CH:29]=[CH:30][C:20]=2[CH:19]=[CH:18]3)=[CH:11][CH:10]=1)[C:2]1[CH:7]=[CH:6][CH:5]=[CH:4][CH:3]=1.O=S(Cl)Cl.CN(C=O)C.[CH:41]([NH:44][CH2:45][CH2:46][O:47][CH3:48])([CH3:43])[CH3:42]>C1(C)C=CC=CC=1.O1CCOCC1.C(N(CC)CC)C>[CH:41]([N:44]([CH2:45][CH2:46][O:47][CH3:48])[C:25]([C:23]1[CH:24]=[C:15]([C:12]2[CH:13]=[CH:14][C:9]([O:8][CH2:1][C:2]3[CH:7]=[CH:6][CH:5]=[CH:4][CH:3]=3)=[CH:10][CH:11]=2)[C:16](=[O:31])[N:17]2[C:22]=1[C:21]1[S:28][CH:29]=[CH:30][C:20]=1[CH:19]=[CH:18]2)=[O:27])([CH3:43])[CH3:42]. Procedure: From 8-[p-(benzyloxy)phenyl]-7-oxo-7H-thieno[2,3-a]quinolizine-10-carboxylic acid with SOCl2 and DMF in toluene. Then treatment with triethylamine and isopropyl-(2-methoxy-ethyl)-amine in dioxan. Starting materials: C(C)(C)(C)OC(NC1=C(C=C(C(=C1)N1CCCC1)C(F)(F)F)NC(CC(=O)C1=CC(=CC=C1)C1=CC(=NC(=C1)C)C)=O)=O ((2-{3-[3-(2,6-dimethyl-pyridin-4-yl)-phenyl]-3-oxo-propionylamino}-5-pyrrolidin-1-yl-4-trifluoromethyl-phenyl)-carbamic acid tert-butyl ester), C(=O)(C(F)(F)F)O (TFA). The solvent is C(Cl)Cl (CH2Cl2). Yields the product CC1=NC(=CC(=C1)C=1C=C(C=CC1)C1=NC2=C(NC(C1)=O)C=C(C(=C2)N2CCCC2)C(F)(F)F)C (4-[3-(2,6-Dimethyl-pyridin-4-yl)-phenyl]-7-pyrrolidin-1-yl-8-trifluoromethyl-1,3-dihydro-benzo[b][1,4]diazepin-2-one), solid. Isolated yield 93.0%. As a reaction SMILES: C(OC(=O)[NH:7][C:8]1[CH:13]=[C:12]([N:14]2[CH2:18][CH2:17][CH2:16][CH2:15]2)[C:11]([C:19]([F:22])([F:21])[F:20])=[CH:10][C:9]=1[NH:23][C:24](=[O:42])[CH2:25][C:26]([C:28]1[CH:33]=[CH:32][CH:31]=[C:30]([C:34]2[CH:39]=[C:38]([CH3:40])[N:37]=[C:36]([CH3:41])[CH:35]=2)[CH:29]=1)=O)(C)(C)C.C(O)(C(F)(F)F)=O>C(Cl)Cl>[CH3:41][C:36]1[CH:35]=[C:34]([C:30]2[CH:29]=[C:28]([C:26]3[CH2:25][C:24](=[O:42])[NH:23][C:9]4[CH:10]=[C:11]([C:19]([F:20])([F:22])[F:21])[C:12]([N:14]5[CH2:15][CH2:16][CH2:17][CH2:18]5)=[CH:13][C:8]=4[N:7]=3)[CH:33]=[CH:32][CH:31]=2)[CH:39]=[C:38]([CH3:40])[N:37]=1. Reported procedure: The title compound was prepared from (2-{3-[3-(2,6-dimethyl-pyridin-4-yl)-phenyl]-3-oxo-propionylamino}-5-pyrrolidin-1-yl-4-trifluoromethyl-phenyl)-carbamic acid tert-butyl ester (Example M306) (0.46 g, 0.77 mmol) by treatment with TFA in CH2Cl2 according to the general procedure N. Obtained as a yellow solid (344 mg, 93%). Procedure: N-(3-Methyl-2-butenyl)-5-nitro-2-furancarboxamide (2.2 g, 0.01 mol) was suspended in isoamyl nitrite (60 mL) and cooled to -5° C. Concentrated HCl (1 mL, 37%, 0.01 mol) was added through a syringe. The reaction mixture was stirred at -5° C. for 30 min and at room temperature for 30 min. The solid was filtered and washed with chilled (-10° C.) ethanol-ether (100 mL). A light green powder was obtained. Yield: 1.5 g (52%). mp 110°-112° C. MS m/z 254 [(M+H)-HCl]+. 1H NMR (DMSO-d6) δ1.82 [s, 6H, (CH3... RXN SMILES: [CH3:1][C:2]([CH3:16])=[CH:3][CH2:4][NH:5][C:6]([C:8]1[O:9][C:10]([N+:13]([O-:15])=[O:14])=[CH:11][CH:12]=1)=[O:7].[ClH:17].[N:18]([O:20]CCC(C)C)=O>>[Cl:17][C:2]([CH3:16])([CH3:1])[CH:3]([N:18]=[O:20])[CH2:4][NH:5][C:6]([C:8]1[O:9][C:10]([N+:13]([O-:15])=[O:14])=[CH:11][CH:12]=1)=[O:7]. Run at temperature -5 celsius, time 30 minute. Yields the product ClC(C(CNC(=O)C=1OC(=CC1)[N+](=O)[O-])N=O)(C)C (N-(3-Chloro-3-methyl-2-nitrosobutyl)-5-nitro-2-furancarboxamide). Starting materials: CC(=CCNC(=O)C=1OC(=CC1)[N+](=O)[O-])C (N-(3-Methyl-2-butenyl)-5-nitro-2-furancarboxamide), Cl (HCl), N(=O)OCCC(C)C (isoamyl nitrite).